From a dataset of the Open Reaction Database (ORD), a public repository of structured organic reaction records. describe an organic reaction: reactants, conditions, products, and yield The reactants are CCOC(C)=O, CCNCc1cccc([N+](=O)[O-])c1C, CCO. Product: CCNCc1cccc(N)c1C. Reaction SMILES: [CH3:15][CH2:16][O:17][C:18]([CH3:19])=[O:20].[CH3:1][c:2]1[c:3]([CH2:4][NH:5][CH2:6][CH3:7])[cH:8][cH:9][cH:10][c:11]1[N+:12]([O-:13])=[O:14].[CH3:21][CH2:22][OH:23]>>[CH3:1][c:2]1[c:3]([CH2:4][NH:5][CH2:6][CH3:7])[cH:8][cH:9][cH:10][c:11]1[NH2:12]. The reactants are CC(=O)c1cn(Cc2ccccc2)c(=O)[nH]c1=O, O=C([O-])[O-], Fc1ccc(CBr)cc1, [K+], [K+], CN(C)C=O. Product: CC(=O)c1cn(Cc2ccccc2)c(=O)n(Cc2ccc(F)cc2)c1=O. RXN SMILES: [C:1]([CH3:2])(=[O:3])[c:4]1[c:5](=[O:18])[nH:6][c:7](=[O:17])[n:8]([CH2:10][c:11]2[cH:12][cH:13][cH:14][cH:15][cH:16]2)[cH:9]1.[C:28](=[O:29])([O-:30])[O-:31].[F:19][c:20]1[cH:21][cH:22][c:23]([CH2:24][Br:25])[cH:26][cH:27]1.[K+:32].[K+:33].[O:34]=[CH:35][N:36]([CH3:37])[CH3:38]>>[C:1]([CH3:2])(=[O:3])[c:4]1[c:5](=[O:18])[n:6]([CH2:24][c:23]2[cH:22][cH:21][c:20]([F:19])[cH:27][cH:26]2)[c:7](=[O:17])[n:8]([CH2:10][c:11]2[cH:12][cH:13][cH:14][cH:15][cH:16]2)[cH:9]1.